From a dataset of the Open Reaction Database (ORD), a public repository of structured organic reaction records. describe an organic reaction: reactants, conditions, products, and yield The reactants are C(=O)(O)C=1C=C(C=O)C=CC1 (3-carboxybenzaldehyde), NC1=NC=C(C=C1N)[N+](=O)[O-] (2,3-diamino-5-nitropyridine), C(C)(=O)OCC (ethyl acetate), C(C)OCC (ethyl ether). Run in [N+](=O)([O-])C1=CC=CC=C1 (nitrobenzene). Product: [N+](=O)([O-])C=1C=C2C(=NC1)NC(=N2)C=2C=C(C(=O)O)C=CC2 (3-(6-Nitro-3H-imidazo[4,5-b]pyridine-2-yl)-benzoic acid). RXN SMILES: [C:1]([C:4]1[CH:5]=[C:6]([CH:9]=[CH:10][CH:11]=1)[CH:7]=O)([OH:3])=[O:2].[NH2:12][C:13]1[C:18]([NH2:19])=[CH:17][C:16]([N+:20]([O-:22])=[O:21])=[CH:15][N:14]=1.C(OCC)(=O)C.C(OCC)C>[N+](C1C=CC=CC=1)([O-])=O>[N+:20]([C:16]1[CH:17]=[C:18]2[N:19]=[C:7]([C:6]3[CH:5]=[C:4]([CH:11]=[CH:10][CH:9]=3)[C:1]([OH:3])=[O:2])[NH:12][C:13]2=[N:14][CH:15]=1)([O-:22])=[O:21]. Procedure: 0.87 g 3-carboxybenzaldehyde and 0.866 g 2,3-diamino-5-nitropyridine in 50 ml nitrobenzene were heated to 160° C. for 30 hrs. The mixture was cooled to room temperature and 200 ml ethyl acetate and 100 ml ethyl ether were added. The precipitated product was collected by filtration and dried. Yield 1.135 g Starting materials: BrCC(=O)C1=CC=C(C=C1)O (2-Bromo-1-(4-hydroxyphenyl)ethanone), O=C(C(C1=CC=CC=C1)NC1=C(SC=C1)C(=O)OC)O[C@H]1CN2CCC1CC2 (methyl 3-(2-oxo-1-phenyl-2-((R)-quinuclidin-3-yloxy)ethylamino)thiophene-2-carboxylate), CCOCC (Et2O). The solvent is C(C)#N (acetonitrile). Conditions: time 8 hour. Yields the product [Br-].OC1=CC=C(C=C1)C(C[N+]12C[C@@H](C(CC1)CC2)OC(C(C2=CC=CC=C2)NC2=C(SC=C2)C(=O)OC)=O)=O ((3R)-1-(2-(4-hydroxyphenyl)-2-oxoethyl)-3-(2-(2-(methoxycarbonyl)thiophen-3-ylamino)-2-phenylacetoxy)-1-azoniabicyclo[2.2.2]octane bromide). Yield: 66.2%. As a reaction SMILES: [Br:1][CH2:2][C:3]([C:5]1[CH:10]=[CH:9][C:8]([OH:11])=[CH:7][CH:6]=1)=[O:4].[O:12]=[C:13]([O:31][C@@H:32]1[CH:37]2[CH2:38][CH2:39][N:34]([CH2:35][CH2:36]2)[CH2:33]1)[CH:14]([NH:21][C:22]1[CH:26]=[CH:25][S:24][C:23]=1[C:27]([O:29][CH3:30])=[O:28])[C:15]1[CH:20]=[CH:19][CH:18]=[CH:17][CH:16]=1.CCOCC>C(#N)C>[Br-:1].[OH:11][C:8]1[CH:9]=[CH:10][C:5]([C:3](=[O:4])[CH2:2][N+:34]23[CH2:39][CH2:38][CH:37]([CH2:36][CH2:35]2)[C@@H:32]([O:31][C:13](=[O:12])[CH:14]([NH:21][C:22]2[CH:26]=[CH:25][S:24][C:23]=2[C:27]([O:29][CH3:30])=[O:28])[C:15]2[CH:16]=[CH:17][CH:18]=[CH:19][CH:20]=2)[CH2:33]3)=[CH:6][CH:7]=1 |f:4.5|. Procedure details: 2-Bromo-1-(4-hydroxyphenyl)ethanone (19.9 mg, 0.09 mmol) was added to a solution of methyl 3-(2-oxo-1-phenyl-2-((R)-quinuclidin-3-yloxy)ethylamino)thiophene-2-carboxylate (C11) (37 mg, 0.09 mmol) in acetonitrile (2 ml). The reaction mixture was stirred at room temperature overnight, and then Et2O (1 ml) was added and the product was collected by suction filtration to obtain (3R)-1-(2-(4-hydroxyphenyl)-2-oxoethyl)-3-(2-(2-(methoxycarbonyl)thiophen-3-ylamino)-2-phenylacetoxy)-1-azoniabicyclo[2.2.2... Starting materials: [Ba+2], CO, CC(C)(O)C#CCOCC1=CCC2C3=CC=C4CC(O)CC(O)C4(C)C3CCC12C, [Pd+2], O=S(=O)([O-])[O-], O=S(=O)([O-])[O-], c1ccc2ncccc2c1. Product: CC(C)(O)CC=COCC1=CCC2C3=CC=C4CC(O)CC(O)C4(C)C3CCC12C. As a reaction SMILES: [Ba+2:46].[CH3:53][OH:54].[OH:1][CH:2]1[CH2:3][CH:4]([OH:30])[CH2:5][C:6]2=[CH:7][CH:8]=[C:9]3[CH:10]4[CH2:11][CH:12]=[C:13]([CH2:21][O:22][CH2:23][C:24]#[C:25][C:26]([CH3:27])([CH3:28])[OH:29])[C:14]4([CH3:15])[CH2:16][CH2:17][CH:18]3[C:19]12[CH3:20].[Pd+2:47].[S:41]([O-:42])([O-:43])(=[O:44])=[O:45].[S:48]([O-:49])([O-:50])(=[O:51])=[O:52].[cH:31]1[cH:32][c:33]2[c:34]([n:35][cH:36][cH:37][cH:38]2)[cH:39][cH:40]1>>[OH:1][CH:2]1[CH2:3][CH:4]([OH:30])[CH2:5][C:6]2=[CH:7][CH:8]=[C:9]3[CH:10]4[CH2:11][CH:12]=[C:13]([CH2:21][O:22][CH:23]=[CH:24][CH2:25][C:26]([CH3:27])([CH3:28])[OH:29])[C:14]4([CH3:15])[CH2:16][CH2:17][CH:18]3[C:19]12[CH3:20]. Conditions: temperature 90 celsius, time 8 hour. As a reaction SMILES: [CH2:1](Br)[C:2]1[CH:7]=[CH:6][CH:5]=[CH:4][CH:3]=1.[CH2:9]([O:11][CH2:12][N:13]1[C:21]2[C:20](=[O:22])[NH:19][C:18](=[O:23])[N:17]([CH3:24])[C:16]=2[N:15]=[CH:14]1)[CH3:10].C(=O)([O-])[O-].[K+].[K+]>CN(C)C=O>[CH2:1]([N:19]1[C:20](=[O:22])[C:21]2[N:13]([CH2:12][O:11][CH2:9][CH3:10])[CH:14]=[N:15][C:16]=2[N:17]([CH3:24])[C:18]1=[O:23])[C:2]1[CH:7]=[CH:6][CH:5]=[CH:4][CH:3]=1 |f:2.3.4|. Procedure details: 205 g (1.2 mol) of benzyl bromide were added to a suspension of 224 g (1 mol) of 7-ethoxymethyl-3-methylxanthine and 165 g of potassium carbonate in 1000 ml of dimethylformamide and the mixture was then stirred overnight at 90° C. The reaction solution was filtered hot, the filtrate was concentrated under reduced pressure and the residue was dried to constant weight in a bulb tube at 1 mbar and 60° C. The reactants are C(C1=CC=CC=C1)Br (benzyl bromide), C(C)OCN1C=NC=2N(C(NC(C12)=O)=O)C (7-ethoxymethyl-3-methylxanthine), C([O-])([O-])=O.[K+].[K+] (potassium carbonate). Yields the product C(C1=CC=CC=C1)N1C(=O)N(C=2N=CN(C2C1=O)COCC)C (1-Benzyl-7-ethoxymethyl-3-methylxanthine). The solvent is CN(C=O)C (dimethylformamide). As a reaction SMILES: [Br:22][c:23]1[n:24][c:25]([CH3:31])[nH:26][c:27]1[C:28](=[O:29])[OH:30].[CH2:41]([Cl:42])[CH2:43][Cl:44].[CH:32]([N:33]([CH2:34][CH3:35])[CH:36]([CH3:37])[CH3:38])([CH3:39])[CH3:40].[NH2:1][CH2:2][c:3]1[c:4]([F:21])[c:5]([O:10][c:11]2[cH:12][c:13]([C:14]#[N:15])[cH:16][c:17]([CH2:19][CH3:20])[cH:18]2)[c:6]([Cl:9])[cH:7][cH:8]1>>[NH:1]([CH2:2][c:3]1[c:4]([F:21])[c:5]([O:10][c:11]2[cH:12][c:13]([C:14]#[N:15])[cH:16][c:17]([CH2:19][CH3:20])[cH:18]2)[c:6]([Cl:9])[cH:7][cH:8]1)[C:28]([c:27]1[c:23]([Br:22])[n:24][c:25]([CH3:31])[nH:26]1)=[O:29]. The reactants are Cc1nc(Br)c(C(=O)O)[nH]1, ClCCCl, CCN(C(C)C)C(C)C, CCc1cc(C#N)cc(Oc2c(Cl)ccc(CN)c2F)c1. The product is CCc1cc(C#N)cc(Oc2c(Cl)ccc(CNC(=O)c3[nH]c(C)nc3Br)c2F)c1. Starting materials: NC=1C=C2C(N(C(=NC2=CC1)CCCC)CC1=CC=C(C=C1)C1=C(C=CC=C1)C1=NN=NN1C(C1=CC=CC=C1)(C1=CC=CC=C1)C1=CC=CC=C1)=O (6-Amino-2-butyl- 3-[(2'-(N-triphenylmethyl-tetrazol-5-yl)biphen-4-yl)methyl]quinazolin-4(3H)-one), C(C)(C)N=C=O (isopropylisocyanate). The solvent is CCOC(=O)C (EtOAc), C(Cl)Cl (CH2Cl2). Conditions: time 3 day. The product is C(CCC)C1=NC2=CC=C(C=C2C(N1CC1=CC=C(C=C1)C1=C(C=CC=C1)C1=NN=NN1C(C1=CC=CC=C1)(C1=CC=CC=C1)C1=CC=CC=C1)=O)NC(NC(C)C)=O (2-Butyl-6-(N-isopropylcarbamoyl)amino-3-[(2'-(N-triphenylmethyl-tetrazol-5-yl)biphen-4-yl)methyl]quinazolin-4(3H)-one). Yield: 70.0%. Reaction SMILES: [NH2:1][C:2]1[CH:3]=[C:4]2[C:9](=[CH:10][CH:11]=1)[N:8]=[C:7]([CH2:12][CH2:13][CH2:14][CH3:15])[N:6]([CH2:16][C:17]1[CH:22]=[CH:21][C:20]([C:23]3[CH:28]=[CH:27][CH:26]=[CH:25][C:24]=3[C:29]3[N:33]([C:34]([C:47]4[CH:52]=[CH:51][CH:50]=[CH:49][CH:48]=4)([C:41]4[CH:46]=[CH:45][CH:44]=[CH:43][CH:42]=4)[C:35]4[CH:40]=[CH:39][CH:38]=[CH:37][CH:36]=4)[N:32]=[N:31][N:30]=3)=[CH:19][CH:18]=1)[C:5]2=[O:53].[CH:54]([N:57]=[C:58]=[O:59])([CH3:56])[CH3:55]>C(Cl)Cl.CCOC(C)=O>[CH2:12]([C:7]1[N:6]([CH2:16][C:17]2[CH:18]=[CH:19][C:20]([C:23]3[CH:28]=[CH:27][CH:26]=[CH:25][C:24]=3[C:29]3[N:33]([C:34]([C:35]4[CH:36]=[CH:37][CH:38]=[CH:39][CH:40]=4)([C:41]4[CH:42]=[CH:43][CH:44]=[CH:45][CH:46]=4)[C:47]4[CH:52]=[CH:51][CH:50]=[CH:49][CH:48]=4)[N:32]=[N:31][N:30]=3)=[CH:21][CH:22]=2)[C:5](=[O:53])[C:4]2[C:9](=[CH:10][CH:11]=[C:2]([NH:1][C:58](=[O:59])[NH:57][CH:54]([CH3:56])[CH3:55])[CH:3]=2)[N:8]=1)[CH2:13][CH2:14][CH3:15]. Procedure details: To solution of 0.069 g (0.1 mmol) of the aminoquinazolinone from Example 40 in 1 mL of CH2Cl2 was added 12.7 mg (0.15 mmol) of isopropylisocyanate. The reaction mixture was stirred for 3 days. The mixture was diluted with 20 mL of EtOAc, washed with water (2×5 mL), brine (1×5 mL) and dried over MgSO4. The mixture was filtered and concentrated in vacuo and the residue was purified by MPLC over a silica Lobar B column eluting with 50% EtOAc/hexanes to give 59.5 mg (0.07 mmol) of an oil, 76% yield....